This data is from the Open Reaction Database (ORD), a public repository of structured organic reaction records. The task is: describe an organic reaction: reactants, conditions, products, and yield Reaction SMILES: [Br:13][c:14]1[cH:15][c:16]([CH:17]=[O:18])[cH:19][cH:20][cH:21]1.[CH3:1][O:2][C:3]([c:4]1[c:5]([F:11])[cH:6][cH:7][c:8]([NH2:10])[cH:9]1)=[O:12].[CH3:33][c:34]1[cH:35][cH:36][cH:37][cH:38][cH:39]1.[c:22]1([CH3:23])[cH:24][cH:25][c:26]([S:27]([OH:28])(=[O:29])=[O:30])[cH:31][cH:32]1>>[CH3:1][O:2][C:3]([c:4]1[c:5]([F:11])[cH:6][cH:7][c:8]([N:10]=[CH:17][c:16]2[cH:15][c:14]([Br:13])[cH:21][cH:20][cH:19]2)[cH:9]1)=[O:12]. Yields the product COC(=O)c1cc(N=Cc2cccc(Br)c2)ccc1F. The reactants are O=Cc1cccc(Br)c1, COC(=O)c1cc(N)ccc1F, Cc1ccccc1, Cc1ccc(S(=O)(=O)O)cc1. Starting materials: COC1=C(CN2C([C@H]([C@H]2CO)NC(CC2=CC=CC=C2)=O)=O)C=CC(=C1)OC (cis-1-(2,4-dimethoxybenzyl)-4-hydroxymethyl-3-phenylacetamido-2-oxoazetidine), C1(=CC=C(C=C1)S(=O)(=O)Cl)C (p-toluenesulfonyl chloride), C(C(O)C)(=O)O (lactic acid). Run in C(C)(=O)OCC (ethyl acetate), O1CCCC1 (tetrahydrofuran), N1=CC=CC=C1 (pyridine). Run at temperature 0 celsius, time 8 hour. The product is COC1=C(CN2C([C@H]([C@H]2COS(=O)(=O)C2=CC=C(C=C2)C)NC(CC2=CC=CC=C2)=O)=O)C=CC(=C1)OC (cis-1-(2,4-dimethoxybenzyl)-3-phenylacetamido-4-(p-toluenesulfonyloxymethyl)-2-oxoazetidine). The yield is 69.8%. As a reaction SMILES: [CH3:1][O:2][C:3]1[CH:26]=[C:25]([O:27][CH3:28])[CH:24]=[CH:23][C:4]=1[CH2:5][N:6]1[C@H:9]([CH2:10][OH:11])[C@H:8]([NH:12][C:13](=[O:21])[CH2:14][C:15]2[CH:20]=[CH:19][CH:18]=[CH:17][CH:16]=2)[C:7]1=[O:22].[C:29]1([CH3:39])[CH:34]=[CH:33][C:32]([S:35](Cl)(=[O:37])=[O:36])=[CH:31][CH:30]=1.C(O)(=O)C(C)O>N1C=CC=CC=1.C(OCC)(=O)C.O1CCCC1>[CH3:1][O:2][C:3]1[CH:26]=[C:25]([O:27][CH3:28])[CH:24]=[CH:23][C:4]=1[CH2:5][N:6]1[C@H:9]([CH2:10][O:11][S:35]([C:32]2[CH:33]=[CH:34][C:29]([CH3:39])=[CH:30][CH:31]=2)(=[O:37])=[O:36])[C@H:8]([NH:12][C:13](=[O:21])[CH2:14][C:15]2[CH:20]=[CH:19][CH:18]=[CH:17][CH:16]=2)[C:7]1=[O:22]. Procedure details: Under stirring at 0° C., 173 g of cis-1-(2,4-dimethoxybenzyl)-4-hydroxymethyl-3-phenylacetamido-2-oxoazetidine is added to a solution of 1.12 g of p-toluenesulfonyl chloride in 6 ml of pyridine. The reaction mixture is stirred for 2 hours and then allowed to stand overnight in a refrigerator. To the reaction mixture is added 0.68 ml of lactic acid and the mixture is stirred for one hour. The reaction mixture is diluted with 45 ml of ethyl acetate and 15 ml of tetrahydrofuran, and then washed wit... Reactants: Cl (hydrochloric acid), BrC=1SC(=CC1C1CC(C=2C(=CC=NC2C1)C)=O)Br (7-(2,5-dibromothiophen-3-yl)-4-methyl-5,6,7,8-tetrahydroquinolin-5-one), C(=N)(N)NN.Cl (aminoguanidine hydrochloride). Run in C(C)O (ethanol). Conditions: temperature 90 celsius, time 12 hour. Yields the product Cl.BrC=1SC(=CC1C1CC(C=2C(=CC=NC2C1)C)=NNC(=N)N)Br (7-(2,5-dibromothiophen-3-yl)-5-guanidinoimino-4-methyl-5,6,7,8-tetrahydroquinoline hydrochloride). The yield is 91.4%. RXN SMILES: [Br:1][C:2]1[S:3][C:4]([Br:19])=[CH:5][C:6]=1[CH:7]1[CH2:16][C:15]2[N:14]=[CH:13][CH:12]=[C:11]([CH3:17])[C:10]=2[C:9](=O)[CH2:8]1.[C:20]([NH:23][NH2:24])([NH2:22])=[NH:21].[ClH:25].Cl>C(O)C>[ClH:25].[Br:1][C:2]1[S:3][C:4]([Br:19])=[CH:5][C:6]=1[CH:7]1[CH2:16][C:15]2[N:14]=[CH:13][CH:12]=[C:11]([CH3:17])[C:10]=2[C:9](=[N:24][NH:23][C:20]([NH2:22])=[NH:21])[CH2:8]1 |f:1.2,5.6|. Reported procedure: To a mixture of 7-(2,5-dibromothiophen-3-yl)-4-methyl-5,6,7,8-tetrahydroquinolin-5-one (0.08 g) and aminoguanidine hydrochloride (24 mg) were added ethanol (1 ml) and concentrated hydrochloric acid (0.04 ml), and the mixture was stirred at 90° C. for 12 hours and cooled. Precipitated crystals were filtered, washed with ethanol and dried to give 7-(2,5-dibromothiophen-3-yl)-5-guanidinoimino-4-methyl-5,6,7,8-tetrahydroquinoline hydrochloride (Compound 124) (0.09 g) as pale yellow crystals. The reactants are C1(=CC=CC=C1)C=1C=C(C=CC1)O (3-phenyphenol), ClS(=O)(=O)N=C=O (chlorosulfonyl isocyanate). Run in C1(=CC=CC=C1)C (toluene). Product: C1(=CC=CC=C1)C=1C=C(C=CC1)OS(N)(=O)=O (Sulfamic acid 3-phenylphenyl ester), C1(=CC=CC=C1)CC#N (benzene-acetonitrile). Reaction SMILES: [C:1]1([C:7]2[CH:8]=[C:9]([OH:13])[CH:10]=[CH:11][CH:12]=2)[CH:6]=[CH:5][CH:4]=[CH:3][CH:2]=1.Cl[S:15]([N:18]=[C:19]=O)(=[O:17])=[O:16]>C1(C)C=CC=CC=1>[C:1]1([C:7]2[CH:8]=[C:9]([O:13][S:15](=[O:17])(=[O:16])[NH2:18])[CH:10]=[CH:11][CH:12]=2)[CH:2]=[CH:3][CH:4]=[CH:5][CH:6]=1.[C:1]1([CH2:7][C:19]#[N:18])[CH:6]=[CH:5][CH:4]=[CH:3][CH:2]=1. Procedure: Using the procedure described in Example 84, the title compound was prepared from 17.0 g (0.010 mole) of 3-phenyphenol and 9.1 ml (0.105 mole) of chlorosulfonyl isocyanate in 100 ml of toluene to obtain 19.0 g (77%) of white flakes, mp 197°-199° C. (benzene-acetonitrile). Reactants: NC1=CC=C(C2=CC=CC=C12)OC1=CC=NC=2N=C(C(NC21)=O)C (8-(4-aminonaphthalen-1-yloxy)-3-methylpyrido[2,3-b]pyrazin-2(1H)-one), FC1=C(C=C(C=C1)C(F)(F)F)N=C=O (1-fluoro-2-isocyanato-4-(trifluoromethyl)benzene). Yields the product FC1=C(C=C(C=C1)C(F)(F)F)NC(=O)NC1=CC=C(C2=CC=CC=C12)OC1=CC=NC=2N=C(C(NC21)=O)C (1-(2-fluoro-5-(trifluoromethyl)phenyl)-3-(4-(3-methyl-2-oxo-1,2-dihydropyrido[2,3-b]pyrazin-8-yloxy)naphthalen-1-yl)urea), solid. Isolated yield 42.0%. Reaction SMILES: [NH2:1][C:2]1[C:11]2[C:6](=[CH:7][CH:8]=[CH:9][CH:10]=2)[C:5]([O:12][C:13]2[C:22]3[NH:21][C:20](=[O:23])[C:19]([CH3:24])=[N:18][C:17]=3[N:16]=[CH:15][CH:14]=2)=[CH:4][CH:3]=1.[F:25][C:26]1[CH:31]=[CH:30][C:29]([C:32]([F:35])([F:34])[F:33])=[CH:28][C:27]=1[N:36]=[C:37]=[O:38]>>[F:25][C:26]1[CH:31]=[CH:30][C:29]([C:32]([F:35])([F:34])[F:33])=[CH:28][C:27]=1[NH:36][C:37]([NH:1][C:2]1[C:11]2[C:6](=[CH:7][CH:8]=[CH:9][CH:10]=2)[C:5]([O:12][C:13]2[C:22]3[NH:21][C:20](=[O:23])[C:19]([CH3:24])=[N:18][C:17]=3[N:16]=[CH:15][CH:14]=2)=[CH:4][CH:3]=1)=[O:38]. Reported procedure: Method F2 was used with 8-(4-aminonaphthalen-1-yloxy)-3-methylpyrido[2,3-b]pyrazin-2(1H)-one and 1-fluoro-2-isocyanato-4-(trifluoromethyl)benzene to afford the title compound as a slightly yellow solid (28 mg, 42%).